From a dataset of the Open Reaction Database (ORD), a public repository of structured organic reaction records. describe an organic reaction: reactants, conditions, products, and yield Reactants: CC#N, CSc1nc(Cc2ccccc2F)[nH]c(=O)c1C#N, OCCC1CCNCC1. Product: N#Cc1c(N2CCC(CCO)CC2)nc(Cc2ccccc2F)[nH]c1=O. Reaction SMILES: [CH3:29][C:30]#[N:31].[F:1][c:2]1[c:3]([CH2:4][c:5]2[nH:6][c:7](=[O:15])[c:8]([C:13]#[N:14])[c:9]([S:11][CH3:12])[n:10]2)[cH:16][cH:17][cH:18][cH:19]1.[NH:20]1[CH2:21][CH2:22][CH:23]([CH2:26][CH2:27][OH:28])[CH2:24][CH2:25]1>>[F:1][c:2]1[c:3]([CH2:4][c:5]2[nH:6][c:7](=[O:15])[c:8]([C:13]#[N:14])[c:9]([N:20]3[CH2:21][CH2:22][CH:23]([CH2:26][CH2:27][OH:28])[CH2:24][CH2:25]3)[n:10]2)[cH:16][cH:17][cH:18][cH:19]1. The reactants are CN1CCN(Cc2ccccc2)CC1CF, CO. Yields the product CN1CCNCC1CF. As a reaction SMILES: [CH2:1]([c:2]1[cH:3][cH:4][cH:5][cH:6][cH:7]1)[N:8]1[CH2:9][CH:10]([CH2:15][F:16])[N:11]([CH3:14])[CH2:12][CH2:13]1.[CH3:17][OH:18]>>[NH:8]1[CH2:9][CH:10]([CH2:15][F:16])[N:11]([CH3:14])[CH2:12][CH2:13]1. Starting materials: C(C1=CC=CC=C1)OC1=C(C=CC=C1C(C)(C)C)B1OC(C(O1)(C)C)(C)C ((2-(Benzyloxy)-3-tert-butylphenyl)-4,4,5,5-tetramethyl-1,3,2-dioxaborolane), C(C)(=O)C=1C=C(C=CC1)B(O)O (3-acetylphenyl boronic acid), C(OC)COC (glyme), C([O-])(O)=O.[Na+] (sodium bicarbonate). Reagents/catalysts: Cl[Pd]([P](C1=CC=CC=C1)(C2=CC=CC=C2)C3=CC=CC=C3)([P](C4=CC=CC=C4)(C5=CC=CC=C5)C6=CC=CC=C6)Cl (bis(triphenylphosphine)palladium(II) dichloride), [Pd] (palladium). Run in O (water), C(C)(=O)OCC (ethyl acetate). Reaction conditions: time 3 hour. The product is C(C1=CC=CC=C1)OC1=C(C=CC=C1C(C)(C)C)C1=CC(=CC=C1)C(C)=O (1-(2′-(Benzyloxy)-3′-tert-butylbiphenyl-3-yl)ethanone). Yield: 87.0%. RXN SMILES: [CH2:1]([O:8][C:9]1[C:14]([C:15]([CH3:18])([CH3:17])[CH3:16])=[CH:13][CH:12]=[CH:11][C:10]=1B1OC(C)(C)C(C)(C)O1)[C:2]1[CH:7]=[CH:6][CH:5]=[CH:4][CH:3]=1.[C:28]([C:31]1[CH:32]=[C:33](B(O)O)[CH:34]=[CH:35][CH:36]=1)(=[O:30])[CH3:29].C(COC)OC.C(=O)(O)[O-].[Na+]>O.[Pd].C(OCC)(=O)C.Cl[Pd](Cl)([P](C1C=CC=CC=1)(C1C=CC=CC=1)C1C=CC=CC=1)[P](C1C=CC=CC=1)(C1C=CC=CC=1)C1C=CC=CC=1>[CH2:1]([O:8][C:9]1[C:14]([C:15]([CH3:16])([CH3:17])[CH3:18])=[CH:13][CH:12]=[CH:11][C:10]=1[C:35]1[CH:34]=[CH:33][CH:32]=[C:31]([C:28](=[O:30])[CH3:29])[CH:36]=1)[C:2]1[CH:3]=[CH:4][CH:5]=[CH:6][CH:7]=1 |f:3.4,^1:61,80|. Procedure details: A mixture of crude 35 (3.88 g, 10 mmol), 3-acetylphenyl boronic acid (1.8 g, 11 mmol, 1.1 equiv.), bis(triphenylphosphine)palladium(II) dichloride (20 mg), glyme (5.5 mL) and sodium bicarbonate (2.7 g) in water (55 mL) was kept at reflux under nitrogen for 2 hr. Additional palladium catalyst (20 mg) was added and reflux continued for 3 hr. After cooling the reaction mixture was diluted with ethyl acetate (150 mL) and washed with saturated sodium bicarbonate (100 mL) and water (2×100 mL). The org... Starting materials: Cl.N=C(C(=O)OC)CCC (methyl iminovalerate hydrochloride), C(C(=O)O)(=O)O.NC(C(=O)OCC)C#N (ethyl 2-amino-2-cyanoacetate oxalate), C(C)(=O)[O-].[Na+] (sodium acetate). Solvent: C(C)O (ethanol). Conditions: time 18 hour. The product is NC=1N=C(NC1C(=O)OCC)CCCC (Ethyl 4-amino-2-butylimidazole-5-carboxylate). Isolated yield 69.7%. As a reaction SMILES: Cl.[NH:2]=[C:3]([CH2:8][CH2:9]C)C(OC)=O.[C:11](O)(=O)[C:12](O)=O.[NH2:17][CH:18]([C:24]#[N:25])[C:19]([O:21][CH2:22][CH3:23])=[O:20].C([O-])(=O)C.[Na+]>C(O)C>[NH2:25][C:24]1[N:2]=[C:3]([CH2:8][CH2:9][CH2:11][CH3:12])[NH:17][C:18]=1[C:19]([O:21][CH2:22][CH3:23])=[O:20] |f:0.1,2.3,4.5|. Procedure details: A mixture of methyl iminovalerate hydrochloride (4.8 g), ethyl 2-amino-2-cyanoacetate oxalate (4.0 g), anhydrous sodium acetate (9.1 g) and absolute ethanol (75 mL) was stirred at room temperature for 18 hours. Solids were removed by filtration and the filtrate was evaporated. The residue was partitioned between ethyl acetate and water. The ethyl acetate layer was washed with saturated NaCl, dried over MgSO4, and evaporated Flash chromatography on silica gel, eluting with a gradient of dichlorom...